Dataset: the Open Reaction Database (ORD), a public repository of structured organic reaction records. Task: describe an organic reaction: reactants, conditions, products, and yield Starting materials: CS(=O)(=O)O, CCOC(C)=O, Cc1ccc(C(=O)NC2CC2)cc1-n1cnc2ccc(N3CCN(C(C)C)CC3)cc2c1=O. Yields the product CS(=O)(=O)O, Cc1ccc(C(=O)NC2CC2)cc1-n1cnc2ccc(N3CCN(C(C)C)CC3)cc2c1=O. Reaction SMILES: [CH3:1][S:2]([OH:3])(=[O:4])=[O:5].[CH3:39][CH2:40][O:41][C:42](=[O:43])[CH3:44].[CH:6]1([NH:9][C:10]([c:11]2[cH:12][c:13](-[n:18]3[cH:19][n:20][c:21]4[cH:22][cH:23][c:24]([N:29]5[CH2:30][CH2:31][N:32]([CH:35]([CH3:36])[CH3:37])[CH2:33][CH2:34]5)[cH:25][c:26]4[c:27]3=[O:28])[c:14]([CH3:17])[cH:15][cH:16]2)=[O:38])[CH2:7][CH2:8]1>>[CH3:1][S:2](=[O:3])(=[O:4])[OH:5].[CH:6]1([NH:9][C:10]([c:11]2[cH:12][c:13](-[n:18]3[cH:19][n:20][c:21]4[cH:22][cH:23][c:24]([N:29]5[CH2:30][CH2:31][N:32]([CH:35]([CH3:36])[CH3:37])[CH2:33][CH2:34]5)[cH:25][c:26]4[c:27]3=[O:28])[c:14]([CH3:17])[cH:15][cH:16]2)=[O:38])[CH2:7][CH2:8]1.